Dataset: the Open Reaction Database (ORD), a public repository of structured organic reaction records. Task: describe an organic reaction: reactants, conditions, products, and yield Reactants: Cl.N[C@@H]1CC[C@H](CC1)NC(=O)C1=C(NC2=C1N=CN=C2C2=C(C=CC(=C2)C(C)C)OCC2CC2)C (N-(trans-4-aminocyclohexyl)-4-[2-(cyclopropylmethoxy)-5-(propan-2-yl)phenyl]-6-methyl-5H-pyrrolo[3,2-d]pyrimidine-7-carboxamide hydrochloride), C(C)(=O)O[C@H](C(=O)Cl)C ((2S)-1-chloro-1-oxopropan-2-yl acetate). The product is C1(CC1)COC1=C(C=C(C=C1)C(C)C)C=1C2=C(N=CN1)C(=C(N2)C)C(=O)N[C@@H]2CC[C@H](CC2)NC([C@H](C)O)=O (4-[2-(Cyclopropylmethoxy)-5-(propan-2-yl)phenyl]-N-(trans-4-{[(2S)-2-hydroxypropanoyl]amino}cyclohexyl)-6-methyl-5H-pyrrolo[3,2-d]pyrimidine-7-carboxamide). Reaction SMILES: Cl.[NH2:2][C@H:3]1[CH2:8][CH2:7][C@H:6]([NH:9][C:10]([C:12]2[C:16]3[N:17]=[CH:18][N:19]=[C:20]([C:21]4[CH:26]=[C:25]([CH:27]([CH3:29])[CH3:28])[CH:24]=[CH:23][C:22]=4[O:30][CH2:31][CH:32]4[CH2:34][CH2:33]4)[C:15]=3[NH:14][C:13]=2[CH3:35])=[O:11])[CH2:5][CH2:4]1.C([O:39][C@@H:40]([CH3:44])[C:41](Cl)=[O:42])(=O)C>>[CH:32]1([CH2:31][O:30][C:22]2[CH:23]=[CH:24][C:25]([CH:27]([CH3:29])[CH3:28])=[CH:26][C:21]=2[C:20]2[C:15]3[NH:14][C:13]([CH3:35])=[C:12]([C:10]([NH:9][C@H:6]4[CH2:7][CH2:8][C@H:3]([NH:2][C:41](=[O:42])[C@@H:40]([OH:39])[CH3:44])[CH2:4][CH2:5]4)=[O:11])[C:16]=3[N:17]=[CH:18][N:19]=2)[CH2:33][CH2:34]1 |f:0.1|. Reported procedure: Starting from N-(trans-4-aminocyclohexyl)-4-[2-(cyclopropylmethoxy)-5-(propan-2-yl)phenyl]-6-methyl-5H-pyrrolo[3,2-d]pyrimidine-7-carboxamide hydrochloride (example D.f53) and commercially available (2S)-1-chloro-1-oxopropan-2-yl acetate the title compound is obtained as colorless solid. Yields the product CCCCCC1(C(=O)OCC)CCCC1=O. RXN SMILES: [Br:18][CH2:19][CH2:20][CH2:21][CH2:22][CH3:23].[C:12](=[O:13])([O-:14])[O-:15].[CH3:24][C:25](=[O:26])[CH3:27].[K+:16].[K+:17].[O:1]=[C:2]1[CH:3]([C:7](=[O:8])[O:9][CH2:10][CH3:11])[CH2:4][CH2:5][CH2:6]1>>[O:1]=[C:2]1[C:3]([C:7](=[O:8])[O:9][CH2:10][CH3:11])([CH2:19][CH2:20][CH2:21][CH2:22][CH3:23])[CH2:4][CH2:5][CH2:6]1. Starting materials: CCCCCBr, O=C([O-])[O-], CC(C)=O, [K+], [K+], CCOC(=O)C1CCCC1=O.